This data is from the Open Reaction Database (ORD), a public repository of structured organic reaction records. The task is: describe an organic reaction: reactants, conditions, products, and yield Starting materials: [C-]#N, [C-]#N, CN(C)C=O, Fc1ccc(-n2ncnc2-c2cc3c(s2)-c2nc(Cl)ccc2OCC3)c(F)c1, [Zn+2], c1ccc(P(c2ccccc2)(c2ccccc2)[Pd](P(c2ccccc2)(c2ccccc2)c2ccccc2)(P(c2ccccc2)(c2ccccc2)c2ccccc2)P(c2ccccc2)(c2ccccc2)c2ccccc2)cc1. Product: N#Cc1ccc2c(n1)-c1sc(-c3ncnn3-c3ccc(F)cc3F)cc1CCO2. RXN SMILES: [C-:34]#[N:35].[C-:37]#[N:38].[CH3:29][N:30]([CH3:31])[CH:32]=[O:33].[Cl:1][c:2]1[cH:3][cH:4][c:5]2[c:11]([n:12]1)-[c:10]1[c:9]([cH:15][c:14](-[c:16]3[n:17](-[c:21]4[c:22]([F:28])[cH:23][c:24]([F:27])[cH:25][cH:26]4)[n:18][cH:19][n:20]3)[s:13]1)[CH2:8][CH2:7][O:6]2.[Zn+2:36].[cH:39]1[cH:40][cH:41][c:42]([P:43]([Pd:44]([P:45]([c:46]2[cH:47][cH:48][cH:49][cH:50][cH:51]2)([c:52]2[cH:53][cH:54][cH:55][cH:56][cH:57]2)[c:58]2[cH:59][cH:60][cH:61][cH:62][cH:63]2)([P:64]([c:65]2[cH:66][cH:67][cH:68][cH:69][cH:70]2)([c:71]2[cH:72][cH:73][cH:74][cH:75][cH:76]2)[c:77]2[cH:78][cH:79][cH:80][cH:81][cH:82]2)[P:83]([c:84]2[cH:85][cH:86][cH:87][cH:88][cH:89]2)([c:90]2[cH:91][cH:92][cH:93][cH:94][cH:95]2)[c:96]2[cH:97][cH:98][cH:99][cH:100][cH:101]2)([c:102]2[cH:103][cH:104][cH:105][cH:106][cH:107]2)[c:108]2[cH:109][cH:110][cH:111][cH:112][cH:113]2)[cH:114][cH:115]1>>[c:2]1([C:29]#[N:30])[cH:3][cH:4][c:5]2[c:11]([n:12]1)-[c:10]1[c:9]([cH:15][c:14](-[c:16]3[n:17](-[c:21]4[c:22]([F:28])[cH:23][c:24]([F:27])[cH:25][cH:26]4)[n:18][cH:19][n:20]3)[s:13]1)[CH2:8][CH2:7][O:6]2. The reactants are N1=CC=C(C=C1)C=1NC(C(C(=O)O)=CC1)=O (6-(4-pyridyl)-1,2-dihydro-2-oxonicotinic acid), S(=O)(Cl)Cl (thionyl chloride). Run in CCCCCC (hexane). Yields the product Cl.N1=CC=C(C=C1)C=1NC(C(CCl)=CC1)=O (6-(4-Pyridyl)-1,2-dihydro-2-oxonicotinyl Chloride Hydrochloride). Reaction SMILES: [N:1]1[CH:6]=[CH:5][C:4]([C:7]2[NH:8][C:9](=[O:16])[C:10](=[CH:14][CH:15]=2)[C:11](O)=O)=[CH:3][CH:2]=1.S(Cl)([Cl:19])=O>CCCCCC>[ClH:19].[N:1]1[CH:6]=[CH:5][C:4]([C:7]2[NH:8][C:9](=[O:16])[C:10](=[CH:14][CH:15]=2)[CH2:11][Cl:19])=[CH:3][CH:2]=1 |f:3.4|. Reported procedure: A mixture of 13 g. of 6-(4-pyridyl)-1,2-dihydro-2-oxonicotinic acid (U.S. Pat. No. 3,873,523) and 90 ml. of thionyl chloride is stirred at room temperature for 16 hours, then diluted with 250 ml. of hexane. The resulting precipitate of 6-(4-pyridyl)-1,2-dihydro-2-oxonicotinyl chloride hydrochloride is collected by filtration, washed with hexane and dried.